This data is from the Open Reaction Database (ORD), a public repository of structured organic reaction records. The task is: describe an organic reaction: reactants, conditions, products, and yield Reactants: CC(C)(C)O (t-BuOH), C(C)(C)(C)O (tert-butanol), C1=CC=CC=C1 (benzene), α-methylbutyro-γ-lactone, P(Br)(Br)Br (phosphorus tribromide), O (water), COC(C)(C)C (tert-butyl methyl ether), C1=CC=CC=C1 (benzene), O (water). Reaction conditions: temperature 155 celsius, time 3 hour. Product: BrCCC(C(=O)OC(C)(C)C)C (tert-butyl 4-bromo-2-methylbutanoate). Isolated yield 28.0%. As a reaction SMILES: P(Br)(Br)[Br:2].[CH:5]1[CH:10]=[CH:9][CH:8]=CC=1.[C:11]([OH:15])([CH3:14])([CH3:13])[CH3:12].O.C[O:18][C:19](C)(C)C>>[Br:2][CH2:5][CH2:10][CH:9]([CH3:8])[C:19]([O:15][C:11]([CH3:14])([CH3:13])[CH3:12])=[O:18]. Reported procedure: A mixture of α-methylbutyro-γ-lactone (86.5 g, 0.864 mol) and phosphorus tribromide (PBr3) (86 mL, 0.912 mol) was stirred at 150 to 160° C. for 3 hours under argon. The mixture was cooled to ambient temperature and anhydrous benzene (400 mL) was added. The resulting mixture was heated to reflux for 5 minutes and cooled to ambient temperature. The supernatant of the mixture was carefully transferred to a dry addition funnel with the aid of additional anhydrous benzene (40 mL). The solution in the... Starting materials: ClCCN1CCCCC1 (1-(2-chloroethyl)piperidine), ClC1=CC=C(C=C1)[C@H]1C[C@]12C(NC1=CC=CC=C21)=O ((1S,2R)-2-(4-chlorophenyl)spiro[cyclopropane-1,3′-indolin]-2′-one), 371.2. The product is ClC1=CC=C(C=C1)[C@@H]1C[C@@]12C(N(C1=CC=CC=C21)CCN2CCCCC2)=O ((1R,2S)-2-(4-chlorophenyl)-1′-(2-(piperidin-1-yl)ethyl)spiro[cyclopropane-1,3′-indolin]-2′-one). RXN SMILES: Cl[CH2:2][CH2:3][N:4]1[CH2:9][CH2:8][CH2:7][CH2:6][CH2:5]1.[Cl:10][C:11]1[CH:16]=[CH:15][C:14]([C@@H:17]2[C@:19]3([C:27]4[C:22](=[CH:23][CH:24]=[CH:25][CH:26]=4)[NH:21][C:20]3=[O:28])[CH2:18]2)=[CH:13][CH:12]=1>>[Cl:10][C:11]1[CH:12]=[CH:13][C:14]([C@H:17]2[C@@:19]3([C:27]4[C:22](=[CH:23][CH:24]=[CH:25][CH:26]=4)[N:21]([CH2:2][CH2:3][N:4]4[CH2:9][CH2:8][CH2:7][CH2:6][CH2:5]4)[C:20]3=[O:28])[CH2:18]2)=[CH:15][CH:16]=1. Procedure: The title compound was prepared in analogy to Example 70 starting from with 1-(2-chloroethyl)piperidine (commercially available), (1R,2S) and (1S,2R)-2-(4-chlorophenyl)spiro[cyclopropane-1,3′-indolin]-2′-one prepared as in Scheme 1. LC/MS m/e calcd. for C23H25ClN2O: 380, observed (M+H)+: 371.2 1HNMR (400 MHz, MeOD-d4) δppm 1.62 (br. s., 1 H) 1.89 (br. s., 3 H) 2.05 (br. s., 2 H) 2.21-2.30 (m, 2 H) 3.09 (br. s., 2 H) 3.30 (t, J=8.59 Hz, 1 H) 3.48-3.62 (m, 2 H) 3.76 (br. s., 1 H) 3.93 (br. s., 1 H... Starting materials: [BH4-], CC(C)(C)OC(=O)CC(=O)C(C)(C)C#N, C1CCOC1, [Na+]. As a reaction SMILES: [BH4-:16].[C:1](#[N:2])[C:3]([C:4]([CH2:5][C:6](=[O:7])[O:8][C:9]([CH3:10])([CH3:11])[CH3:12])=[O:13])([CH3:14])[CH3:15].[CH2:18]1[O:19][CH2:20][CH2:21][CH2:22]1.[Na+:17]>>[C:1](#[N:2])[C:3]([CH:4]([CH2:5][C:6](=[O:7])[O:8][C:9]([CH3:10])([CH3:11])[CH3:12])[OH:13])([CH3:14])[CH3:15]. Yields the product CC(C)(C)OC(=O)CC(O)C(C)(C)C#N. Run in C1CCOC1 (THF), C1CCOC1 (THF). The yield is 58.6%. The product is C(C1=CC=CC=C1)OC=1C=CC=C2C(C(NC12)=O)C1=NC=NC2=CC(=C(C=C12)OC)OCCCN1CCOCC1 (4-(7-benzyloxyoxindol-3-yl)-6-methoxy-7-(3-morpholinopropoxy)quinazoline). Reported procedure: Sodium hydride (36 mg, 1.5 mmol) was added in portions to a solution of 7-benzyloxyoxindole (360 mg, 1.5 mmol) in THF (8 ml), the mixture was stirred for 30 minutes at ambient temperature and a solution of 4-chloro-6-methoxy-7-(3-morpholinopropoxy)quinazoline (204 mg, 0.6 mmol), (prepared as described for the starting material in Example 5), in THF (4 ml) and DMF (1.5 ml) was added. The mixture was stirred for 30 minutes at ambient temperature followed by 1.5 hours at 65° C. The THF was removed ... The reactants are ClC1=NC=NC2=CC(=C(C=C12)OC)OCCCN1CCOCC1 (4-chloro-6-methoxy-7-(3-morpholinopropoxy)quinazoline), CN(C)C=O (DMF), [H-].[Na+] (Sodium hydride), C(C1=CC=CC=C1)OC=1C=CC=C2CC(NC12)=O (7-benzyloxyoxindole). Conditions: time 30 minute. As a reaction SMILES: [H-].[Na+].[CH2:3]([O:10][C:11]1[CH:12]=[CH:13][CH:14]=[C:15]2[C:19]=1[NH:18][C:17](=[O:20])[CH2:16]2)[C:4]1[CH:9]=[CH:8][CH:7]=[CH:6][CH:5]=1.Cl[C:22]1[C:31]2[C:26](=[CH:27][C:28]([O:34][CH2:35][CH2:36][CH2:37][N:38]3[CH2:43][CH2:42][O:41][CH2:40][CH2:39]3)=[C:29]([O:32][CH3:33])[CH:30]=2)[N:25]=[CH:24][N:23]=1.CN(C=O)C>C1COCC1>[CH2:3]([O:10][C:11]1[CH:12]=[CH:13][CH:14]=[C:15]2[C:19]=1[NH:18][C:17](=[O:20])[CH:16]2[C:22]1[C:31]2[C:26](=[CH:27][C:28]([O:34][CH2:35][CH2:36][CH2:37][N:38]3[CH2:39][CH2:40][O:41][CH2:42][CH2:43]3)=[C:29]([O:32][CH3:33])[CH:30]=2)[N:25]=[CH:24][N:23]=1)[C:4]1[CH:5]=[CH:6][CH:7]=[CH:8][CH:9]=1 |f:0.1|. Starting materials: O=C1N(C(C2=CC=CC=C12)=O)CCN1[C@@H](CN(C[C@@H]1C)C(=O)OC(C)(C)C)C (tert-butyl (cis)-4-[2-(1,3-dioxo-1,3-dihydro-2H-isoindol-2-yl)ethyl]-3,5-dimethyl-1-piperazinecarboxylate). Run in CO (methanol). Reaction conditions: temperature 50 celsius, time 18 hour. The product is NCCN1[C@@H](CN(C[C@@H]1C)C(=O)OC(C)(C)C)C (tert-butyl (cis)-4-(2-aminoethyl)-3,5-dimethyl-1-piperazinecarboxylate). Yield: 67.5%. As a reaction SMILES: O=C1C2C(=CC=CC=2)C(=O)[N:3]1[CH2:12][CH2:13][N:14]1[C@@H:19]([CH3:20])[CH2:18][N:17]([C:21]([O:23][C:24]([CH3:27])([CH3:26])[CH3:25])=[O:22])[CH2:16][C@H:15]1[CH3:28]>CO>[NH2:3][CH2:12][CH2:13][N:14]1[C@@H:19]([CH3:20])[CH2:18][N:17]([C:21]([O:23][C:24]([CH3:25])([CH3:27])[CH3:26])=[O:22])[CH2:16][C@H:15]1[CH3:28]. Procedure details: tert-butyl (cis)-4-[2-(1,3-dioxo-1,3-dihydro-2H-isoindol-2-yl)ethyl]-3,5-dimethyl-1-piperazinecarboxylate (0.736 g) [see Preparation 6] in methanol (1.1 ml). The reaction mixture was then stirred at 50° C. for 18 hours, after which time the solvent was removed under reduced pressure and the residue partitioned between ethyl acetate and 10% citric acid. The aqueous layer was separated, bastified with potassium carbonate, and the product extracted with tetrahydrofuran:ethyl acetate, 1:1, several t... Reactants: Cl (hydrochloric acid), C(CC(=O)OC)(C(=O)OC)C(=O)OC (Trimethyl ethane-1,1,2-tricarboxylate), C(C)(=O)O.C(=N)N (formamidine acetate), C[O-].[Na+] (sodium methylate). The solvent is CO (methanol), O (water), C(C)(C)(C)OC (t-butylmethyl ether). Reaction conditions: time 12 hour. The product is OC1=NC=NC(=C1CC(=O)OC)O (methyl 4,6-dihydroxy-pyrimidin-5-yl-acetate). Reaction SMILES: [CH:1]([C:11]([O:13]C)=O)([C:7](OC)=[O:8])[CH2:2][C:3]([O:5][CH3:6])=[O:4].C(O)(=O)C.[CH:19]([NH2:21])=[NH:20].C[O-].[Na+].Cl>CO.C(OC)(C)(C)C.O>[OH:13][C:11]1[C:1]([CH2:2][C:3]([O:5][CH3:6])=[O:4])=[C:7]([OH:8])[N:21]=[CH:19][N:20]=1 |f:1.2,3.4|. Reported procedure: Trimethyl ethane-1,1,2-tricarboxylate (600 g, 3.0 mol) and formamidine acetate (312 g, 3.0 mol) are added sequentially to a vigourously stirred solution of sodium methylate (324 g, 6.0 mol) in methanol (1800 ml) at 0° C. The reaction mixture is stirred for 12 hours, diluted with t-butylmethyl ether (300 ml) and filtered with suction. The mixture of salts obtained is suspended in water (1000 ml) and acidified with concentrated hydrochloric acid (600 ml). Filtration and drying gives the methyl 4,6...